describe an organic reaction: reactants, conditions, products, and yield From a dataset of the Open Reaction Database (ORD), a public repository of structured organic reaction records. RXN SMILES: [CH2:1]([c:2]1[cH:3][cH:4][cH:5][cH:6][cH:7]1)[N:8]1[CH2:9][CH2:10][CH:11]([n:14]2[nH:15][c:16]([CH3:27])[c:17]([CH2:20][c:21]3[cH:22][cH:23][cH:24][cH:25][cH:26]3)[c:18]2=[O:19])[CH2:12][CH2:13]1.[CH3:34][CH2:35][OH:36].[CH:28]1=[CH:33][CH2:32][CH:31]=[CH:30][CH2:29]1>>[NH:8]1[CH2:9][CH2:10][CH:11]([n:14]2[nH:15][c:16]([CH3:27])[c:17]([CH2:20][c:21]3[cH:22][cH:23][cH:24][cH:25][cH:26]3)[c:18]2=[O:19])[CH2:12][CH2:13]1. The reactants are Cc1[nH]n(C2CCN(Cc3ccccc3)CC2)c(=O)c1Cc1ccccc1, CCO, C1=CCC=CC1. The product is Cc1[nH]n(C2CCNCC2)c(=O)c1Cc1ccccc1. The reactants are Cc1ccc2[nH]c(=O)oc(=O)c2c1, CN(C)C=O, CI, [Na+], [Na+], O=C([O-])[O-], O. The product is Cc1ccc2c(c1)c(=O)oc(=O)n2C. RXN SMILES: [CH3:1][c:2]1[cH:3][cH:4][c:5]2[c:6]([c:7](=[O:8])[o:9][c:10](=[O:12])[nH:11]2)[cH:13]1.[CH3:23][N:24]([CH3:25])[CH:26]=[O:27].[I:20][CH3:21].[Na+:14].[Na+:15].[O-:16][C:17](=[O:18])[O-:19].[OH2:22]>>[CH3:1][c:2]1[cH:3][cH:4][c:5]2[c:6]([c:7](=[O:8])[o:9][c:10](=[O:12])[n:11]2[CH3:17])[cH:13]1.